Dataset: the Open Reaction Database (ORD), a public repository of structured organic reaction records. Task: describe an organic reaction: reactants, conditions, products, and yield Reactants: IC (iodomethane), OCC1OC(OC1C(C(C)O)O)(C)C (4-(hydroxymethyl)-5-(1,2-dihydroxypropyl)-2,2-dimethyl-1,3-dioxolane), ICC(=O)[O-].[Na+] (sodium iodoacetate), [OH-].[Na+] (sodium hydroxide). The solvent is O (water), O (water). Reaction conditions: time 8 hour. The product is OC(C(C)O)[C@@H]1[C@@H](OC(O1)(C)C)COCC(=O)OC (2-[[(4S,5R)-5-(1,2-dihydroxypropyl)-2,2-dimethyl-1,3-dioxolan-4-yl]methoxy]ethanoic acid, methyl ester). Yield: 21.8%. Reaction SMILES: [OH:1][CH2:2][CH:3]1[CH:7]([CH:8]([OH:12])[CH:9]([OH:11])[CH3:10])[O:6][C:5]([CH3:14])([CH3:13])[O:4]1.I[CH2:16][C:17]([O-:19])=[O:18].[Na+].[OH-].[Na+].I[CH3:24]>O>[OH:12][CH:8]([C@H:7]1[O:6][C:5]([CH3:13])([CH3:14])[O:4][C@H:3]1[CH2:2][O:1][CH2:16][C:17]([O:19][CH3:24])=[O:18])[CH:9]([OH:11])[CH3:10] |f:1.2,3.4|. Procedure details: A solution of 4-(hydroxymethyl)-5-(1,2-dihydroxypropyl)-2,2-dimethyl-1,3-dioxolane (63 g, 0.33 mol) and sodium iodoacetate (75 g, 0.36 mol) in water was treated with solid sodium hydroxide (16 g, 0.35 mol). The reaction mixture was stirred overnight and then washed with ethyl acetate and ether. The aqueous layer was concentrated. The resulting residue was dissolved in DMF (20 mL) and treated with iodomethane (37 mL, 0.6 mol). The resulting reaction mixture was stirred overnight. The reaction mix...